Dataset: the Open Reaction Database (ORD), a public repository of structured organic reaction records. Task: describe an organic reaction: reactants, conditions, products, and yield Reactants: OC(CBr)CCBr, CC#N, NC1CCCC2C1NC(=O)C(=O)N2Cc1ccccc1, [Na+], O=C([O-])O. Product: O=C1NC2C(N3CCC(O)C3)CCCC2N(Cc2ccccc2)C1=O. As a reaction SMILES: [Br:26][CH2:27][CH:28]([CH2:29][CH2:30][Br:31])[OH:32].[CH3:33][C:34]#[N:35].[NH2:1][CH:2]1[CH:3]2[NH:4][C:5](=[O:20])[C:6](=[O:19])[N:7]([CH2:12][c:13]3[cH:14][cH:15][cH:16][cH:17][cH:18]3)[CH:8]2[CH2:9][CH2:10][CH2:11]1.[Na+:25].[O-:21][C:22]([OH:23])=[O:24]>>[N:1]1([CH:2]2[CH:3]3[NH:4][C:5](=[O:20])[C:6](=[O:19])[N:7]([CH2:12][c:13]4[cH:14][cH:15][cH:16][cH:17][cH:18]4)[CH:8]3[CH2:9][CH2:10][CH2:11]2)[CH2:27][CH:28]([OH:32])[CH2:29][CH2:30]1. The reactants are C1CCOC1, CCO, O=[N+]([O-])c1ccc2c(c1)OCC2. Yields the product Nc1ccc2c(c1)OCC2. RXN SMILES: [CH2:13]1[O:14][CH2:15][CH2:16][CH2:17]1.[CH3:18][CH2:19][OH:20].[N+:1]([O-:2])(=[O:3])[c:4]1[cH:5][c:6]2[c:7]([cH:11][cH:12]1)[CH2:8][CH2:9][O:10]2>>[NH2:1][c:4]1[cH:5][c:6]2[c:7]([cH:11][cH:12]1)[CH2:8][CH2:9][O:10]2. Reactants: ClC1=C(C=CC2=C1C(N(CC=1N2C=NC1C1=NOC(=N1)CCl)C)=O)F (7-chloro-3-(5-chloromethyl-1,2,4-oxadiazol-3-yl)-8-fluoro-5-methyl-5,6-dihydro-4H-imidazo[1,5-a][1,4]benzodiazepin-6-one), C(CC)NCCC (dipropylamine). Run in CN(C=O)C (N,N-dimethylformamide). Run at time 16 hour. The product is ClC1=C(C=CC2=C1C(N(CC=1N2C=NC1C1=NOC(=N1)CN(CCC)CCC)C)=O)F (7-chloro-3-(5-dipropylaminomethyl-1,2,4-oxadiazol-3-yl) -8-fluoro-5-methyl-5,6-dihydro-4H-imidazo[1,5-a][1,4]benzodiazepin-6-one). Yield: 86.9%. Reaction SMILES: [Cl:1][C:2]1[C:7]2[C:8](=[O:24])[N:9]([CH3:23])[CH2:10][C:11]3[N:12]([CH:13]=[N:14][C:15]=3[C:16]3[N:20]=[C:19]([CH2:21]Cl)[O:18][N:17]=3)[C:6]=2[CH:5]=[CH:4][C:3]=1[F:25].[CH2:26]([NH:29][CH2:30][CH2:31][CH3:32])[CH2:27][CH3:28]>CN(C)C=O>[Cl:1][C:2]1[C:7]2[C:8](=[O:24])[N:9]([CH3:23])[CH2:10][C:11]3[N:12]([CH:13]=[N:14][C:15]=3[C:16]3[N:20]=[C:19]([CH2:21][N:29]([CH2:30][CH2:31][CH3:32])[CH2:26][CH2:27][CH3:28])[O:18][N:17]=3)[C:6]=2[CH:5]=[CH:4][C:3]=1[F:25]. Reported procedure: A suspension of 1.30 g (3.4 mmol) of 7-chloro-3-(5-chloromethyl-1,2,4-oxadiazol-3-yl)-8-fluoro-5-methyl-5,6-dihydro-4H-imidazo[1,5-a][1,4]benzodiazepin-6-one in 13 ml of N,N-dimethylformamide was treated with 1.72 g (0.017 mol) of dipropylamine. After stirring at room temperature for 16 hrs. the solution obtained was completely freed from the solvents. The residue was chromatographed over silica gel with methylene chloride/methanol as the eluent. The product was recrystallized from ether/n-hexan... The reactants are CCOC(=O)c1csc(C2CCCCC2)n1, [Li+], [OH-], O. The product is O=C(O)c1csc(C2CCCCC2)n1. As a reaction SMILES: [CH2:1]([CH3:2])[O:3][C:4](=[O:5])[c:6]1[n:7][c:8]([CH:11]2[CH2:12][CH2:13][CH2:14][CH2:15][CH2:16]2)[s:9][cH:10]1.[Li+:18].[OH-:17].[OH2:19]>>[O:3]=[C:4]([OH:5])[c:6]1[n:7][c:8]([CH:11]2[CH2:12][CH2:13][CH2:14][CH2:15][CH2:16]2)[s:9][cH:10]1. Starting materials: S(O)(O)(=O)=O (Sulfuric acid), CO (MeOH), C(C)(=O)C=1C=C(C(=O)O)C=CC1 (3-acetylbenzoic acid), C(=O)(O)[O-].[Na+] (NaHCO3). Solvent: O (water). Run at temperature 70 celsius, time 20 hour. Yields the product COC(C1=CC(=CC=C1)C(C)=O)=O (3-Acetylbenzoic acid methyl ester). RXN SMILES: S(=O)(=O)(O)O.CO.[C:8]([C:11]1[CH:12]=[C:13]([CH:17]=[CH:18][CH:19]=1)[C:14]([OH:16])=[O:15])(=[O:10])[CH3:9].[C:20]([O-])(O)=O.[Na+]>O>[CH3:20][O:15][C:14](=[O:16])[C:13]1[CH:17]=[CH:18][CH:19]=[C:11]([C:8](=[O:10])[CH3:9])[CH:12]=1 |f:3.4|. Reported procedure: Sulfuric acid (23.4 μl, 0.430 mmol) was added into the MeOH (15 ml) solution of 3-acetylbenzoic acid (720 mg, 4.30 mmol). The mixture was stirred at 70° C. for 20 h. After that time, the mixture was cooled and was treated with saturated NaHCO3 till pH>9, followed by adding water to dissolve the solid which was formed, extracted with EtOAc (2×50 ml). The extracts were washed with water (50 ml), brine (50 ml), dried over MgSO4, filtered and concentrated in vacuo, giving the title compound as brown... Yield: 86.9%. Reactants: COC=1C=CC2=C(CC3CCC(C2)C3=O)C1 (2-Methoxy-11-oxo-5,6,7,8,9,10-hexahydro-6,9-methanobenzocyclooctene), Cl.NO (hydroxylamine hydrochloride). The product is COC=1C=CC2=C(CC3CCC(C2)C3=NO)C1 (2-Methoxy-11-oximino-5,6,7,8,9,10-hexahydro-6,9-methanobenzocyclooctene). RXN SMILES: [CH3:1][O:2][C:3]1[CH:4]=[CH:5][C:6]2[CH2:13][CH:12]3[C:14](=O)[CH:9]([CH2:10][CH2:11]3)[CH2:8][C:7]=2[CH:16]=1.Cl.[NH2:18][OH:19]>C(O)C.N1C=CC=CC=1>[CH3:1][O:2][C:3]1[CH:4]=[CH:5][C:6]2[CH2:13][CH:12]3[C:14](=[N:18][OH:19])[CH:9]([CH2:10][CH2:11]3)[CH2:8][C:7]=2[CH:16]=1 |f:1.2|. Procedure: 2-Methoxy-11-oxo-5,6,7,8,9,10-hexahydro-6,9-methanobenzocyclooctene (20.0 g; 0.1 mole) is reacted with hydroxylamine hydrochloride (20.0 g; 0.29 mole) in ethanol (100 ml) and pyridine (100 ml) to yield 20.1 g of the title compound. The solvent is C(C)O (ethanol), N1=CC=CC=C1 (pyridine). Reactants: FC=1C=C(C=CC1OCCN1CCCCC1)CCNC1=C(C=CC(=C1)OC)C1CC2=CC=C(C=C2CC1)OC ({2-[3-fluoro-4-(2-piperidin-1-ylethoxy)phenyl]ethyl}[5-methoxy-2-(6-methoxy-1,2,3,4-tetrahydronaphthalen-2-yl)phenyl]amine), FC=1C=C(C=CC1OCCN1CCCCC1)CCNCC1=C(C=CC(=C1)OC)C1CC2=CC=C(C=C2CC1)OC ({2-[3-fluoro-4-(2-piperidin-1-ylethoxy)phenyl]ethyl}[5-methoxy-2-(6-methoxy-1,2,3,4-tetrahydronaphthalen-2-yl)phenyl]methylamine). Yields the product FC=1C=C(C=CC1OCCN1CCCCC1)CCN(C1=C(C=CC(=C1)O)C1CC=2C=CC(=CC2CC1)O)C (6-{2-{{2-[3-Fluoro-4-(2-piperidin-1-ylethoxy)phenyl]ethyl}methylamino}-4-hydroxyphenyl}-5,6,7,8-tetrahydronaphthalen-2-ol). Reaction SMILES: [F:1][C:2]1[CH:3]=[C:4]([CH2:17][CH2:18][NH:19][C:20]2[CH:25]=[C:24]([O:26]C)[CH:23]=[CH:22][C:21]=2[CH:28]2[CH2:37][CH2:36][C:35]3[C:30](=[CH:31][CH:32]=[C:33]([O:38]C)[CH:34]=3)[CH2:29]2)[CH:5]=[CH:6][C:7]=1[O:8][CH2:9][CH2:10][N:11]1[CH2:16][CH2:15][CH2:14][CH2:13][CH2:12]1.F[C:41]1C=C(CCNCC2C=C(OC)C=CC=2C2CCC3C(=CC=C(OC)C=3)C2)C=CC=1OCCN1CCCCC1>>[F:1][C:2]1[CH:3]=[C:4]([CH2:17][CH2:18][N:19]([CH3:41])[C:20]2[CH:25]=[C:24]([OH:26])[CH:23]=[CH:22][C:21]=2[CH:28]2[CH2:37][CH2:36][C:35]3[CH:34]=[C:33]([OH:38])[CH:32]=[CH:31][C:30]=3[CH2:29]2)[CH:5]=[CH:6][C:7]=1[O:8][CH2:9][CH2:10][N:11]1[CH2:12][CH2:13][CH2:14][CH2:15][CH2:16]1. Procedure details: Synthesized from {2-[3-fluoro-4-(2-piperidin-1-ylethoxy)phenyl]ethyl}[5-methoxy-2-(6-methoxy-1,2,3,4-tetrahydronaphthalen-2-yl)phenyl]amine according to an analogous synthetic method to Preparation Example 18, {2-[3-fluoro-4-(2-piperidin-1-ylethoxy)phenyl]ethyl}[5-methoxy-2-(6-methoxy-1,2,3,4-tetrahydronaphthalen-2-yl)phenyl]methylamine (180 mg) was used according to an analogous synthetic method to Example 111 to provide the title compound (110 mg). The reactants are C1(=CC=CC=C1)OC(=O)P(=O)(OOCC)OOCC (diethoxyphosphonoformic acid phenyl ester), [OH-].[Li+] (lithium hydroxide). Run in C(C)#N (acetonitrile), C[Si](Br)(C)C (trimethylbromosilane). Conditions: time 2 hour. Product: C1(=CC=CC=C1)OC(=O)P(=O)(O)O (phosphonoformic acid phenyl ester). RXN SMILES: [C:1]1([O:7][C:8]([P:10]([O:16]OCC)([O:12]OCC)=[O:11])=[O:9])[CH:6]=[CH:5][CH:4]=[CH:3][CH:2]=1.[OH-].[Li+]>C(#N)C.C[Si](C)(C)Br>[C:1]1([O:7][C:8]([P:10]([OH:16])([OH:12])=[O:11])=[O:9])[CH:2]=[CH:3][CH:4]=[CH:5][CH:6]=1 |f:1.2|. Procedure details: 25.8 parts by weight of diethoxyphosphonoformic acid phenyl ester are dissolved in 80 parts by volume of acetonitrile, and 36.7 parts by weight of trimethylbromosilane are added at 20° C. The mixture is stirred at 40°-45° C. for 2 hours and the solution is then evaporated in vacuo. The evaporation residue is taken up in 60 parts by volume of water and, after separating off the hexamethyldisiloxane formed, the resulting solution is neutralised with dilute lithium hydroxide solution and then evapo... Starting materials: C(C)(N)=S (ethanethioamide), BrCC(C(=O)OCC)=O (ethyl 3-bromo-2-oxopropanoate), C(C)(=O)OCC (ethyl acetate), O (water). Solvent: C(C)O (ethanol). Conditions: time 1 hour. Product: CC=1SC=C(N1)C(=O)OCC (ethyl 2-methyl-1,3-thiazole-4-carboxylate). As a reaction SMILES: [C:1](=[S:4])([NH2:3])[CH3:2].Br[CH2:6][C:7](=O)[C:8]([O:10][CH2:11][CH3:12])=[O:9].C(OCC)(=O)C.O>C(O)C>[CH3:2][C:1]1[S:4][CH:6]=[C:7]([C:8]([O:10][CH2:11][CH3:12])=[O:9])[N:3]=1. Procedure: 5.00 g of ethanethioamide was suspended in 50 mL of ethanol, to which 9.3 mL of ethyl 3-bromo-2-oxopropanoate was added dropwise at room temperature, and this suspension was stirred for one hour while heating it under reflux. The reaction mixture was cooled to room temperature and added to a mixture of ethyl acetate and water, followed by separation of the organic phase therefrom. After the resultant organic phase was washed with water and a saturated sodium chloride solution successively, the w... The reactants are C(CCC)[Mg]Cl (n-butylmagnesium chloride), C(CC)(=O)N1C(C2=C(OC13CCCCC3)C=CC=C2)=O (3-propionyl-spiro[2,3-dihydro-4H-1,3-benzoxazine-2,1′-cyclohexan]-4-one), aqueous solution, C(CC(O)(C(=O)O)CC(=O)O)(=O)O (citric acid), C(C)(=O)O[C@@H]1[C@H](C(N1)=O)[C@@H](C)O[Si](C)(C)C(C)(C)C ((3R,4R)-4-acetoxy-3-[(R)-1-tert-butyldimethylsilyloxyethyl]azetidin-2-one). The solvent is O1CCCC1 (tetrahydrofuran), C(C)(=O)OCC (ethyl acetate), O1CCCC1 (tetrahydrofuran), O1CCCC1 (tetrahydrofuran). Run at temperature 5 celsius, time 15 minute. Product: [Si](C)(C)(C(C)(C)C)O[C@H](C)[C@H]1C(N[C@@H]1[C@H](C(=O)N1C(C2=C(OC13CCCCC3)C=CC=C2)=O)C)=O (3-{(2R)-2-[(3S,4R)-3-[(1R)-1-t-butyldimethylsilyloxyethyl]-2-oxoazetidin-4-yl]propionyl}-spiro[2,3-dihydro-4H-1,3-benzoxazin-2,1′-cyclohexan]-4-one). Isolated yield 53.0%. As a reaction SMILES: [C:1]([N:5]1[C:10]2([CH2:15][CH2:14][CH2:13][CH2:12][CH2:11]2)[O:9][C:8]2[CH:16]=[CH:17][CH:18]=[CH:19][C:7]=2[C:6]1=[O:20])(=[O:4])[CH2:2][CH3:3].C([Mg]Cl)CCC.C(O[C@H:31]1[NH:34][C:33](=[O:35])[C@@H:32]1[C@H:36]([O:38][Si:39]([C:42]([CH3:45])([CH3:44])[CH3:43])([CH3:41])[CH3:40])[CH3:37])(=O)C.C(O)(=O)CC(CC(O)=O)(C(O)=O)O>O1CCCC1.C(OCC)(=O)C>[Si:39]([O:38][C@@H:36]([C@@H:32]1[C@@H:31]([C@@H:2]([CH3:3])[C:1]([N:5]2[C:10]3([CH2:15][CH2:14][CH2:13][CH2:12][CH2:11]3)[O:9][C:8]3[CH:16]=[CH:17][CH:18]=[CH:19][C:7]=3[C:6]2=[O:20])=[O:4])[NH:34][C:33]1=[O:35])[CH3:37])([C:42]([CH3:43])([CH3:44])[CH3:45])([CH3:40])[CH3:41]. Procedure details: Under a nitrogen atmosphere, 273 mg (1.0 mmol) of 3-propionyl-spiro[2,3-dihydro-4H-1,3-benzoxazine-2,1′-cyclohexan]-4-one was charged in a 30-ml three-necked flask to dissolve it in 2 ml of tetrahydrofuran. To the resulting solution, 2.44 ml (2.2 mmol) of a tetrahydrofuran solution (0.9M) of n-butylmagnesium chloride was slowly added dropwise at room temperature. The resulting mixture was reacted for 25 minutes under the same conditions. After cooling to 5° C., 2 ml of a tetrahydrofuran solution...